This data is from the Open Reaction Database (ORD), a public repository of structured organic reaction records. The task is: describe an organic reaction: reactants, conditions, products, and yield Reactants: OCc1cccnc1Br, O=C1CCN(Cc2ccccc2)CC1, CC(C)[Mg+], [Cl-], C1CCOC1. Yields the product OCc1cccnc1C1(O)CCN(Cc2ccccc2)CC1. RXN SMILES: [Br:1][c:2]1[n:3][cH:4][cH:5][cH:6][c:7]1[CH2:8][OH:9].[CH2:15]([c:16]1[cH:17][cH:18][cH:19][cH:20][cH:21]1)[N:22]1[CH2:23][CH2:24][C:25](=[O:28])[CH2:26][CH2:27]1.[CH3:11][CH:12]([Mg+:13])[CH3:14].[Cl-:10].[O:29]1[CH2:30][CH2:31][CH2:32][CH2:33]1>>[c:2]1([C:25]2([OH:28])[CH2:24][CH2:23][N:22]([CH2:15][c:16]3[cH:17][cH:18][cH:19][cH:20][cH:21]3)[CH2:27][CH2:26]2)[n:3][cH:4][cH:5][cH:6][c:7]1[CH2:8][OH:9].